Dataset: the Open Reaction Database (ORD), a public repository of structured organic reaction records. Task: describe an organic reaction: reactants, conditions, products, and yield Reactants: CC(C)(C)[O-].[K+] (KOtBu), CC(C)(C)[O-].[K+] (KOtBu), CN1C(N(C(C=C1)=O)C)=O (1,3-Dimethylpyrimidine-2,4(1H,3H)-dione), [N+](#[C-])CS(=O)(=O)C1=CC=C(C=C1)C (1-(isocyano methylsulfonyl)-4-methylbenzene). The solvent is CO (MeOH), CC1CCCO1 (2-MeTHF), CC1CCCO1 (2-MeTHF), CC1CCCO1 (2-MeTHF). Conditions: temperature 0 celsius, time 5 minute. The product is CN1C(N(C(C=2C1=CNC2)=O)C)=O (1,3-Dimethyl-1H-pyrrolo[3,4-d]pyrimidine-2,4(3H,6H)-dione), solid. Isolated yield 52.0%. RXN SMILES: [CH3:1][N:2]1[CH:7]=[CH:6][C:5](=[O:8])[N:4]([CH3:9])[C:3]1=[O:10].[N+:11]([CH2:13]S(C1C=CC(C)=CC=1)(=O)=O)#[C-:12].CC([O-])(C)C.[K+]>CC1OCCC1.CO>[CH3:1][N:2]1[C:7]2=[CH:12][NH:11][CH:13]=[C:6]2[C:5](=[O:8])[N:4]([CH3:9])[C:3]1=[O:10] |f:2.3|. Procedure: 1,3-Dimethylpyrimidine-2,4(1H,3H)-dione (commercial (40 g, 285 mmol) and 1-(isocyano methylsulfonyl)-4-methylbenzene (commercial) (84 g, 428 mmol) were dissolved in 2-MeTHF (1000 mL) under nitrogen at 30° C. and held for 5 mins. The vessel was then cooled to 0° C. (internal). A solution of KOtBu (commercial) (64.1 g, 571 mmol) in 2-MeTHF (500 mL was added to the solution via a dropping funnel over 0.5 h, such that the internal temperature remained below 5° C. On addition of the KOtBu solution, a...